Dataset: the Open Reaction Database (ORD), a public repository of structured organic reaction records. Task: describe an organic reaction: reactants, conditions, products, and yield Starting materials: ClCC(=O)NC=1SC=C(N1)/C(/C(=O)O)=N/OCC=C (2-(2-chloroacetamido-4-thiazolyl)-(Z)-2-allyloxyiminoacetic acid), P(Cl)(Cl)(Cl)(Cl)Cl (phosphorus pentachloride), CCCCCC (hexane). Solvent: C(Cl)Cl (methylene chloride). Reaction conditions: time 30 minute. The product is Cl.ClCC(=O)NC=1SC=C(N1)/C(/C(=O)Cl)=N/OCC=C (2-(2-chloroacetamido-4-thiazolyl)-(Z)-2-allyloxyiminoacetyl chloride hydrochloride). Reaction SMILES: [Cl:1][CH2:2][C:3]([NH:5][C:6]1[S:7][CH:8]=[C:9](/[C:11](=[N:15]/[O:16][CH2:17][CH:18]=[CH2:19])/[C:12](O)=[O:13])[N:10]=1)=[O:4].P(Cl)(Cl)(Cl)(Cl)[Cl:21].CCCCCC>C(Cl)Cl>[ClH:1].[Cl:1][CH2:2][C:3]([NH:5][C:6]1[S:7][CH:8]=[C:9](/[C:11](=[N:15]/[O:16][CH2:17][CH:18]=[CH2:19])/[C:12]([Cl:21])=[O:13])[N:10]=1)=[O:4] |f:4.5|. Procedure: In 13 ml of methylene chloride is suspended 610 mg of 2-(2-chloroacetamido-4-thiazolyl)-(Z)-2-allyloxyiminoacetic acid and under ice-cooling and stirring 502.4 mg of phosphorus pentachloride is added. The mixture is stirred at room temperature for 30 minutes, after which 100 ml of hexane is added to the reaction mixture. The resulting crystals are recovered by filtration and washed with hexane to give 2-(2-chloroacetamido-4-thiazolyl)-(Z)-2-allyloxyiminoacetyl chloride hydrochloride, m.p. 67°-70... Starting materials: C1(CCCC1)N (cyclopentylamine), ClC=1C(C2=CC=CC=C2C(C1Cl)=O)=O (2,3-dichloro-1,4-naphthoquinone). Solvent: C(C)O (ethanol), C(C)O (ethanol). Product: C1(CCCC1)NC=1C(C2=CC=CC=C2C(C1Cl)=O)=O (2-cyclopentylamino-3-chloro-1,4-naphthoquinone). RXN SMILES: [CH:1]1([NH2:6])[CH2:5][CH2:4][CH2:3][CH2:2]1.[Cl:7][C:8]1[C:9](=[O:20])[C:10]2[C:15]([C:16](=[O:19])[C:17]=1Cl)=[CH:14][CH:13]=[CH:12][CH:11]=2>C(O)C>[CH:1]1([NH:6][C:17]2[C:16](=[O:19])[C:15]3[C:10]([C:9](=[O:20])[C:8]=2[Cl:7])=[CH:11][CH:12]=[CH:13][CH:14]=3)[CH2:5][CH2:4][CH2:3][CH2:2]1. Procedure: 18.7 G. of cyclopentylamine in 50 ml. of absolute ethanol are added dropwise while stirring at room temperature to a suspension of 22.7 g. of 2,3-dichloro-1,4-naphthoquinone in 100 ml. of absolute ethanol. After the addition, the mixture is boiled under reflux for 1 hour. The resulting dark-red mixture is then evaporated under reduced pressure. The residue is then dissolved in 600 ml. of chloroform and shaken out successively with 200 ml. of water, three times with 100 ml. of 3-N hydrochloric ac... The reactants are FC1=CC=C(OC2=C(C(=NN2C)C)C=O)C=C1 (5-(4-fluorophenoxy)-1,3-dimethylpyrazol-4-carbaldehyde), NOCC1=CC=C(C=C1)C1(OCCO1)C (2-[4-(aminooxymethyl)phenyl]-2-methyl-1,3-dioxolane). The solvent is C(C)O (ethanol), C(C)O (ethanol). The product is FC1=CC=C(OC2=C(C(=NN2C)C)C=NOCC2=CC=C(C=C2)C2(OCCO2)C)C=C1 (2-[4-[{-(4-Fluorophenoxy)-1,3-dimethylpyrazol-4-yl}methyleneaminoxymethyl]phenyl]-2-methyl-1,3-dioxolane). Yield: 71.1%. Reaction SMILES: [F:1][C:2]1[CH:17]=[CH:16][C:5]([O:6][C:7]2[N:11]([CH3:12])[N:10]=[C:9]([CH3:13])[C:8]=2[CH:14]=O)=[CH:4][CH:3]=1.[NH2:18][O:19][CH2:20][C:21]1[CH:26]=[CH:25][C:24]([C:27]2([CH3:32])[O:31][CH2:30][CH2:29][O:28]2)=[CH:23][CH:22]=1>C(O)C>[F:1][C:2]1[CH:17]=[CH:16][C:5]([O:6][C:7]2[N:11]([CH3:12])[N:10]=[C:9]([CH3:13])[C:8]=2[CH:14]=[N:18][O:19][CH2:20][C:21]2[CH:22]=[CH:23][C:24]([C:27]3([CH3:32])[O:28][CH2:29][CH2:30][O:31]3)=[CH:25][CH:26]=2)=[CH:4][CH:3]=1. Procedure: 1.1 Gram (0.0043 mole) of 5-(4-fluorophenoxy)-1,3-dimethylpyrazol-4-carbaldehyde and 0.9 g (0.0043 mole) of 2-[4-(aminooxymethyl)phenyl]-2-methyl-1,3-dioxolane were added to 20 ml of ethanol, and the resulting mixture was heated for 3 hours to carry out reaction. After completion of the reaction, ethanol was removed by evaporation under reduced pressure, after which water was added to the residue and extraction was carried out with ethyl acetate. The ethyl acetate extract was washed with water a... The reactants are C(C)(C)(C)OC(=O)NC1(CCC1)C1=CC=C(C=C1)C1=NC=2N(C=C1C1=CC=CC=C1)N=C(N2)C(=O)O (5-[4-(1-tert-Butoxycarbonylamino-cyclobutyl)-phenyl]-6-phenyl-[1,2,4]triazolo[1,5-a]pyrimidine-2-carboxylic Acid), CN (Methanamine), salt, C=1C=CC2=C(C1)N=NN2O (HOBT), CCN=C=NCCCN(C)C (EDCI), TEA. Run in CN(C)C=O (DMF), O (H2O). Reaction conditions: time 8 hour. The product is C(C)(C)(C)OC(NC1(CCC1)C1=CC=C(C=C1)C1=NC=2N(C=C1C1=CC=CC=C1)N=C(N2)C(NC)=O)=O ({1-[4-(2-Methylcarbamoyl-6-phenyl-[1,2,4]triazolo[1,5-a]pyrimidin-5-yl)-phenyl]-cyclobutyl}-carbamic Acid Tert-butyl Ester). Reaction SMILES: [C:1]([O:5][C:6]([NH:8][C:9]1([C:13]2[CH:18]=[CH:17][C:16]([C:19]3[C:24]([C:25]4[CH:30]=[CH:29][CH:28]=[CH:27][CH:26]=4)=[CH:23][N:22]4[N:31]=[C:32]([C:34]([OH:36])=O)[N:33]=[C:21]4[N:20]=3)=[CH:15][CH:14]=2)[CH2:12][CH2:11][CH2:10]1)=[O:7])([CH3:4])([CH3:3])[CH3:2].CN.C1C=CC2N(O)N=[N:45][C:43]=2C=1.CCN=C=NCCCN(C)C>CN(C=O)C.O>[C:1]([O:5][C:6](=[O:7])[NH:8][C:9]1([C:13]2[CH:14]=[CH:15][C:16]([C:19]3[C:24]([C:25]4[CH:26]=[CH:27][CH:28]=[CH:29][CH:30]=4)=[CH:23][N:22]4[N:31]=[C:32]([C:34](=[O:36])[NH:45][CH3:43])[N:33]=[C:21]4[N:20]=3)=[CH:17][CH:18]=2)[CH2:10][CH2:11][CH2:12]1)([CH3:2])([CH3:3])[CH3:4]. Procedure: To a solution of 8-3 (243 mg, 0.5 mmol) in DMF (5 mL) was added Methanamine HC salt (50 mg, 0.75 mmol), HOBT (73 mg, 0.5 mmol), EDCI (192 mg, 1 mmol) and TEA (125 mg, 1.25 mmol) at room temperature and the mixture was stirred for overnight. The mixture was diluted with 15 mL of H2O, extracted with EA, the combined organic phase was washed with NaHCO3 aq. and brine, dried over anhydrous Na2SO4 and concentrated. The residue was purified by prep.HPLC to give 8-7. Reactants: [OH-].[Na+] (sodium hydroxide), OC1=CC=C(C(=O)O)C=C1 (4-hydroxybenzoic acid), C(C1=CC=CC=C1)Cl (benzyl chloride), [OH-].[Na+] (sodium hydroxide). The solvent is C(C)O (ethanol). Yields the product C(=O)(O)C1=CC=C(OCC2=CC=CC=C2)C=C1 (4-Carboxyphenoxy-phenyl methane). RXN SMILES: [OH:1][C:2]1[CH:10]=[CH:9][C:5]([C:6]([OH:8])=[O:7])=[CH:4][CH:3]=1.[OH-].[Na+].[CH2:13](Cl)[C:14]1[CH:19]=[CH:18][CH:17]=[CH:16][CH:15]=1>C(O)C>[C:6]([C:5]1[CH:9]=[CH:10][C:2]([O:1][CH2:13][C:14]2[CH:19]=[CH:18][CH:17]=[CH:16][CH:15]=2)=[CH:3][CH:4]=1)([OH:8])=[O:7] |f:1.2|. Procedure: 138 g. (1 mole) of 4-hydroxybenzoic acid was dissolved in 1 liter of 95% ethanol and 500 ml. of 2N sodium hydroxide solution. To this solution was added 346 ml. (3 mole) of benzyl chloride and the mixture was boiled under reflux. 1 liter of 5N sodium hydroxide was added dropwise over a period of 2 hours and the mixture heated a further hour with stirring. The solvent was distilled to half its volume, 2 liters of water added, the warm aqueous solution acidified with hydrochloric acid and the prec...